Task: describe an organic reaction: reactants, conditions, products, and yield. Dataset: the Open Reaction Database (ORD), a public repository of structured organic reaction records The reactants are O (water), [Cl-].[Al+3].[Cl-].[Cl-] (Aluminum chloride), C(C)(=O)N1CCCCC2=C1C=CC=C2 (1-acetyl-2,3,4,5-tetrahydro-1H-1-benzazepine), ClCCC(=O)Cl (3-chloropropionyl chloride). Run in ClC(C)Cl (dichloroethane). Run at temperature 50 celsius, time 1 day. The product is C(C)(=O)N1CCCCC2=C1C=C(C=C2)C(CCCl)=O (1-(1-Acetyl-2,3,4,5-tetrahydro-1H-1-benzazepin-8-yl)-3-chloro-1-propanone). RXN SMILES: [Cl-].[Al+3].[Cl-].[Cl-].[C:5]([N:8]1[C:14]2[CH:15]=[CH:16][CH:17]=[CH:18][C:13]=2[CH2:12][CH2:11][CH2:10][CH2:9]1)(=[O:7])[CH3:6].[Cl:19][CH2:20][CH2:21][C:22](Cl)=[O:23].O>ClC(Cl)C>[C:5]([N:8]1[C:14]2[CH:15]=[C:16]([C:22](=[O:23])[CH2:21][CH2:20][Cl:19])[CH:17]=[CH:18][C:13]=2[CH2:12][CH2:11][CH2:10][CH2:9]1)(=[O:7])[CH3:6] |f:0.1.2.3|. Reported procedure: Aluminum chloride (30.8 g, 231 mmol) was added to a solution of 1-acetyl-2,3,4,5-tetrahydro-1H-1-benzazepine (17.5 g, 92.5 mmol) and 3-chloropropionyl chloride (13.2 ml, 139 mmol) in dichloroethane under cooling with water-bath, and then the mixture was stirred at 50° C. for 1 day. The reaction solution was poured into iced water and extracted with dichloromethane. The extract was washed with a saturated saline solution and dried over anhydrous sodium sulfate, and the solvent was distilled away ... Solvent: O1CCCC1 (tetrahydrofuran), O1CCCC1 (tetrahydrofuran), O1CCCC1 (tetrahydrofuran). Yields the product FC1=C(C#N)C=CC(=C1)OCC1=CN=CS1 (2-Fluoro-4-(thiazol-5-ylmethoxy)benzonitrile). Reported procedure: Diisopropylazodicarboxylate (4.0 g) was dissolved in a little anhydrous tetrahydrofuran (about 10 ml) and added dropwise to a stirred solution of triphenylphosphine (5.2 g) in anhydrous tetrahydrofuran (150 ml) at 0° C. under nitrogen. After stirring at 0° C. for 15 minutes, during which time a white precipitate formed, a mixture of 2-fluoro-4-hydroxybenzonitrile (S. M. Kelly, Helv.Chim.Acta. 1984, Volume 67, P.1572-1579) (2.0 g) and thiazole-5-methanol (2.3 g) in anhydrous tetrahydrofuran (20 m... Reaction conditions: temperature 0 celsius, time 15 minute. As a reaction SMILES: CC(OC(/N=N/C(OC(C)C)=O)=O)C.C1(P(C2C=CC=CC=2)C2C=CC=CC=2)C=CC=CC=1.[F:34][C:35]1[CH:42]=[C:41]([OH:43])[CH:40]=[CH:39][C:36]=1[C:37]#[N:38].[S:44]1[C:48]([CH2:49]O)=[CH:47][N:46]=[CH:45]1>O1CCCC1>[F:34][C:35]1[CH:42]=[C:41]([O:43][CH2:49][C:48]2[S:44][CH:45]=[N:46][CH:47]=2)[CH:40]=[CH:39][C:36]=1[C:37]#[N:38]. The reactants are C1(=CC=CC=C1)P(C1=CC=CC=C1)C1=CC=CC=C1 (triphenylphosphine), S1C=NC=C1CO (thiazole-5-methanol), CC(C)OC(=O)/N=N/C(=O)OC(C)C (Diisopropylazodicarboxylate), FC1=C(C#N)C=CC(=C1)O (2-fluoro-4-hydroxybenzonitrile).